Dataset: the Open Reaction Database (ORD), a public repository of structured organic reaction records. Task: describe an organic reaction: reactants, conditions, products, and yield Reagents/catalysts: [Pd] (palladium), [Pt] (platinum). Procedure: Process for the preparation of ∝-tocopherol acetate, comprising: in a first stage, a hydrogenation of trimethylbenzoquinone in a solvent chosen from alkyl acetates comprising 2 to 4 carbon atoms in the alkyl chain is carried out with a supported hydrogenation catalyst chosen from palladium and platinum to form trimethylhydroquinone, in a second stage, after filtration to remove the catalyst of the first stage, the trimethylhydroquinone obtained in the first stage is subjected to a condensation r... Reactants: CC1=C(C(=C(C2=C1O[C@](CC2)(C)CCC[C@H](C)CCC[C@H](C)CCCC(C)C)C)OC(=O)C)C (tocopherol acetate), CC=1C(C(=C(C(C1)=O)C)C)=O (trimethylbenzoquinone), alkyl acetates. Yields the product CC=1C(=C(C(=C(O)C1)C)C)O (trimethylhydroquinone). As a reaction SMILES: [CH3:1][C:2]1[C:7]2[O:8][C@@](CCC[C@@H](CCC[C@@H](CCCC(C)C)C)C)(C)C[CH2:11][C:6]=2[C:5]([CH3:29])=[C:4]([O:30]C(C)=O)[C:3]=1C.CC1C(=O)C(C)=C(C)C(=O)C=1>[Pd].[Pt]>[CH3:1][C:2]1[C:7]([OH:8])=[C:6]([CH3:11])[C:5]([CH3:29])=[C:4]([CH:3]=1)[OH:30]. Isolated yield 44.0%. Product: Cl.ClCS(=O)(=O)N1CCC(CC1)N(CCCN(C)C)C1=NC(=NC(=N1)N1C(=NC2=C1C=CC=C2OC)C(F)F)N2CCOCC2 (N1-{1-[(chloromethyl) sulfonyl]-4-piperidinyl}-N1-[4-[2-(difluoromethyl)-4-methoxy-1H-benzimidazol-1-yl]-6-(4-morpholinyl)-1,3,5-triazin-2-yl]-N3,N3-dimethyl-1,3-propanediamine hydrochloride). Solvent: C(Cl)Cl (CH2Cl2), CO (methanol). Reaction SMILES: [F:1][CH:2]([F:39])[C:3]1[N:7]([C:8]2[N:13]=[C:12]([N:14]3[CH2:19][CH2:18][O:17][CH2:16][CH2:15]3)[N:11]=[C:10]([N:20]([CH:27]3[CH2:32][CH2:31][NH:30][CH2:29][CH2:28]3)[CH2:21][CH2:22][CH2:23][N:24]([CH3:26])[CH3:25])[N:9]=2)[C:6]2[CH:33]=[CH:34][CH:35]=[C:36]([O:37][CH3:38])[C:5]=2[N:4]=1.[Cl:40][CH2:41][S:42](Cl)(=[O:44])=[O:43].C([O-])([O-])=O.[K+].[K+].Cl>C(Cl)Cl.CO>[ClH:40].[Cl:40][CH2:41][S:42]([N:30]1[CH2:31][CH2:32][CH:27]([N:20]([C:10]2[N:9]=[C:8]([N:7]3[C:6]4[CH:33]=[CH:34][CH:35]=[C:36]([O:37][CH3:38])[C:5]=4[N:4]=[C:3]3[CH:2]([F:1])[F:39])[N:13]=[C:12]([N:14]3[CH2:15][CH2:16][O:17][CH2:18][CH2:19]3)[N:11]=2)[CH2:21][CH2:22][CH2:23][N:24]([CH3:25])[CH3:26])[CH2:28][CH2:29]1)(=[O:44])=[O:43] |f:2.3.4,8.9|. Starting materials: hydrochloride salt, FC(C1=NC2=C(N1C1=NC(=NC(=N1)N1CCOCC1)N(CCCN(C)C)C1CCNCC1)C=CC=C2OC)F (N1-[4-[2-(difluoromethyl)-4-methoxy-1H-benzimidazol-1-yl]-6-(4-morpholinyl)-1,3,5-triazin-2-yl]-N3,N3-dimethyl-N1-(4-piperidinyl)-1,3-propanediamine), ClCS(=O)(=O)Cl (chloromethanesulfonyl chloride), C(=O)([O-])[O-].[K+].[K+] (K2CO3), Cl (HCl). Procedure: Reaction of N1-[4-[2-(difluoromethyl)-4-methoxy-1H-benzimidazol-1-yl]-6-(4-morpholinyl)-1,3,5-triazin-2-yl]-N3,N3-dimethyl-N1-(4-piperidinyl)-1,3-propanediamine (Example 21) with chloromethanesulfonyl chloride and K2CO3 in CH2Cl2, followed by conversion to the hydrochloride salt with 1.25 M HCl in methanol gave N1-{1-[(chloromethyl) sulfonyl]-4-piperidinyl}-N1-[4-[2-(difluoromethyl)-4-methoxy-1H-benzimidazol-1-yl]-6-(4-morpholinyl)-1,3,5-triazin-2-yl]-N3,N3-dimethyl-1,3-propanediamine hydrochlor... The reactants are crude material, O (water), ClC1=NC(=NC(=C1)OC)OC (4-Chloro-2,6-dimethoxy-pyrimidine), C([O-])(O)=O.[Na+] (sodium bicarbonate), BrBr (Bromine). Solvent: CO (methanol), CO (methanol). Reaction conditions: time 60 minute. Yields the product BrC=1C(=NC(=NC1OC)OC)Cl (5-Bromo-4-chloro-2,6-dimethoxy-pyrimidine). The yield is 31.3%. As a reaction SMILES: [Cl:1][C:2]1[CH:7]=[C:6]([O:8][CH3:9])[N:5]=[C:4]([O:10][CH3:11])[N:3]=1.C(=O)(O)[O-].[Na+].[Br:17]Br.O>CO>[Br:17][C:7]1[C:2]([Cl:1])=[N:3][C:4]([O:10][CH3:11])=[N:5][C:6]=1[O:8][CH3:9] |f:1.2|. Reported procedure: 4-Chloro-2,6-dimethoxy-pyrimidine (2.2 g, 12.6 mmol) and sodium bicarbonate (2.39 g, 28.4 mmol) were stirred in aqueous methanol (50%, 40 mL) at room temperature. Bromine (3.52 g, 22.0 mmol) was added dropwise over a period of 60 minutes. After the addition was complete, stirring was continued or additional 60 minutes. The solid was collected and was washed with water to yield 6.2 g of crude material. 3.1 g of the crude material were dissolved in hot methanol (40 mL) and water (10 mL) was added.... The reactants are C(C)OC(=O)C=1C=NC=2CCCC(C2C1O)=O (4-Hydroxy-5,6,7,8-tetrahydro-5-oxo-3-quinolinecarboxylic acid ethyl ester), B.[Na] (sodium boron hydride). The solvent is CO (methyl alcohol). Conditions: time 30 minute. The product is C(C)OC(=O)C=1C=NC=2CCCC(C2C1O)O (4,5-Dihydroxy-5,6,7,8-tetrahydroquinoline-3-carboxylic Acid Ethyl Ester). Isolated yield 89.7%. As a reaction SMILES: [CH2:1]([O:3][C:4]([C:6]1[CH:7]=[N:8][C:9]2[CH2:10][CH2:11][CH2:12][C:13](=[O:17])[C:14]=2[C:15]=1[OH:16])=[O:5])[CH3:2].B.[Na]>CO>[CH2:1]([O:3][C:4]([C:6]1[CH:7]=[N:8][C:9]2[CH2:10][CH2:11][CH2:12][CH:13]([OH:17])[C:14]=2[C:15]=1[OH:16])=[O:5])[CH3:2] |f:1.2,^1:18|. Procedure details: 4-Hydroxy-5,6,7,8-tetrahydro-5-oxo-3-quinolinecarboxylic acid ethyl ester (11.5 g) was suspended in 600 ml of methyl alcohol, and 1.1 g of sodium boron hydride (NaBH4) was added to the suspension with its internal temperature kept at 20°-25° C. After completion of the reaction, the methyl alcohol was distilled off under reduced pressure and 200 ml of water was added to the residue. The resulting solution was adjusted to pH 2.4 with dilute hydrochloric acid and stirred for 30 minutes. Then, under...